Dataset: the Open Reaction Database (ORD), a public repository of structured organic reaction records. Task: describe an organic reaction: reactants, conditions, products, and yield The reactants are NC1=NC(=CC=C1C(=O)C1=C(C(=CC=C1OC)F)F)Cl ((2-Amino-6-chloro-pyridin-3-yl)-(2,3-difluoro-6-methoxy-phenyl)-methanone), NC1CCN(CC1)C(C)=O (1-(4-amino-piperidin-1-yl)-ethanone). Yields the product NC1=C(C=CC(=N1)NC1CCN(CC1)C(C)=O)C(C1=C(C(=CC=C1OC)F)F)=O (1-{4-[6-Amino-5-(2,3-difluoro-6-methoxy-benzoyl)-pyridin-2-ylamino]-piperidin-1-yl}-ethanone). RXN SMILES: [NH2:1][C:2]1[C:7]([C:8]([C:10]2[C:15]([O:16][CH3:17])=[CH:14][CH:13]=[C:12]([F:18])[C:11]=2[F:19])=[O:9])=[CH:6][CH:5]=[C:4](Cl)[N:3]=1.[NH2:21][CH:22]1[CH2:27][CH2:26][N:25]([C:28](=[O:30])[CH3:29])[CH2:24][CH2:23]1>>[NH2:1][C:2]1[N:3]=[C:4]([NH:21][CH:22]2[CH2:27][CH2:26][N:25]([C:28](=[O:30])[CH3:29])[CH2:24][CH2:23]2)[CH:5]=[CH:6][C:7]=1[C:8](=[O:9])[C:10]1[C:15]([O:16][CH3:17])=[CH:14][CH:13]=[C:12]([F:18])[C:11]=1[F:19]. Procedure: The title compound was prepared from (2-Amino-6-chloro-pyridin-3-yl)-(2,3-difluoro-6-methoxy-phenyl)-methanone (Example 39) and 1-(4-amino-piperidin-1-yl)-ethanone (prepared as described in Manetti et al, Biorg. Med. Chem. Lett., 13 (2003), 2303-2306) using the procedure described in Step B. Example 6. HRMS, observed: 405.1734, Calcd for (M+H)+: 405.1733. Reactants: COC(=O)c1ccc(CC#N)cc1, O=C([O-])O, CCOC(C)=O, Cl, [Na+], [Na+], [OH-], CCOP(=S)([S-])OCC. Yields the product COC(=O)c1ccc(CC(N)=S)cc1. Reaction SMILES: [C:1](#[N:2])[CH2:3][c:4]1[cH:5][cH:6][c:7]([C:8](=[O:9])[O:10][CH3:11])[cH:12][cH:13]1.[C:23](=[O:24])([O-:25])[OH:26].[C:30]([O:31][CH2:32][CH3:33])(=[O:34])[CH3:35].[ClH:36].[Na+:27].[Na+:29].[OH-:28].[P:14](=[S:15])([S-:16])([O:17][CH2:18][CH3:19])[O:20][CH2:21][CH3:22]>>[C:1]([NH2:2])([CH2:3][c:4]1[cH:5][cH:6][c:7]([C:8](=[O:9])[O:10][CH3:11])[cH:12][cH:13]1)=[S:15]. The reactants are O=C([O-])[O-], CC#N, COc1cc2c(-c3cc4c(Cl)ccnc4n3S(=O)(=O)c3ccc(C)cc3)cn(CCI)c2cc1OC, [K+], [K+], OCCC1CCNCC1. Yields the product COc1cc2c(-c3cc4c(Cl)ccnc4n3S(=O)(=O)c3ccc(C)cc3)cn(CCN3CCC(CCO)CC3)c2cc1OC. Reaction SMILES: [C:37](=[O:38])([O-:39])[O-:40].[CH3:52][C:53]#[N:54].[Cl:1][c:2]1[c:3]2[c:4]([n:5][cH:6][cH:7]1)[n:8]([S:27](=[O:28])(=[O:29])[c:30]1[cH:31][cH:32][c:33]([CH3:36])[cH:34][cH:35]1)[c:9](-[c:11]1[cH:12][n:13]([CH2:24][CH2:25][I:26])[c:14]3[cH:15][c:16]([O:22][CH3:23])[c:17]([O:20][CH3:21])[cH:18][c:19]13)[cH:10]2.[K+:41].[K+:42].[NH:43]1[CH2:44][CH2:45][CH:46]([CH2:49][CH2:50][OH:51])[CH2:47][CH2:48]1>>[Cl:1][c:2]1[c:3]2[c:4]([n:5][cH:6][cH:7]1)[n:8]([S:27](=[O:28])(=[O:29])[c:30]1[cH:31][cH:32][c:33]([CH3:36])[cH:34][cH:35]1)[c:9](-[c:11]1[cH:12][n:13]([CH2:24][CH2:25][N:43]3[CH2:44][CH2:45][CH:46]([CH2:49][CH2:50][OH:51])[CH2:47][CH2:48]3)[c:14]3[cH:15][c:16]([O:22][CH3:23])[c:17]([O:20][CH3:21])[cH:18][c:19]13)[cH:10]2. Product: CCCCC(c1cccnc1)N(c1ccc(F)cc1)S(C)(=O)=O. RXN SMILES: [C:20](=[O:21])([O-:22])[O-:23].[CH3:26][S:27]([Cl:28])(=[O:29])=[O:30].[Cl:31][CH2:32][Cl:33].[F:1][c:2]1[cH:3][cH:4][c:5]([NH:8][CH:9]([CH2:10][CH2:11][CH2:12][CH3:13])[c:14]2[cH:15][n:16][cH:17][cH:18][cH:19]2)[cH:6][cH:7]1.[K+:24].[K+:25]>>[F:1][c:2]1[cH:3][cH:4][c:5]([N:8]([CH:9]([CH2:10][CH2:11][CH2:12][CH3:13])[c:14]2[cH:15][n:16][cH:17][cH:18][cH:19]2)[S:27]([CH3:26])(=[O:29])=[O:30])[cH:6][cH:7]1. Starting materials: O=C([O-])[O-], CS(=O)(=O)Cl, ClCCl, CCCCC(Nc1ccc(F)cc1)c1cccnc1, [K+], [K+].